This data is from the Open Reaction Database (ORD), a public repository of structured organic reaction records. The task is: describe an organic reaction: reactants, conditions, products, and yield Starting materials: COCCO, O=C1C2CC(c3ccc([N+](=O)[O-])cc3)(C2)C(=O)N1C1CCCCC1. The product is Nc1ccc(C23CC(C2)C(=O)N(C2CCCCC2)C3=O)cc1. RXN SMILES: [CH3:25][O:26][CH2:27][CH2:28][OH:29].[CH:1]1([N:7]2[C:8](=[O:24])[C:9]3([c:15]4[cH:16][cH:17][c:18]([N+:21]([O-:22])=[O:23])[cH:19][cH:20]4)[CH2:10][CH:11]([C:12]2=[O:13])[CH2:14]3)[CH2:2][CH2:3][CH2:4][CH2:5][CH2:6]1>>[CH:1]1([N:7]2[C:8](=[O:24])[C:9]3([c:15]4[cH:16][cH:17][c:18]([NH2:21])[cH:19][cH:20]4)[CH2:10][CH:11]([C:12]2=[O:13])[CH2:14]3)[CH2:2][CH2:3][CH2:4][CH2:5][CH2:6]1. Starting materials: ClC1=NC(=C2N=C(N(C2=N1)C1OCCCC1)C(C)O)N1CCOCC1 (1-[2-chloro-6-morpholin-4-yl-9-(tetrahydro-pyran-2-yl)-9H-purin-8-yl]-ethanol), ClC1=NC(=C2N=C(N(C2=N1)C1OCCCC1)C(C)O)N1CCOCC1 (1-[2-Chloro-6-morpholin-4-yl-9-(tetrahydro-pyran-2-yl)-9H-purin-8-yl]-ethanol), N12CCCCCC2=NCCC1 (1,8-diazabicyclo[5.4.0]undec-7-ene), CN(C)C=O (DMF), C1(=CC=CC=C1)P(=O)(C1=CC=CC=C1)N=[N+]=[N-] (Diphenylphosphoryl azide). Solvent: C1(=CC=CC=C1)C (toluene), O (water), C1CCCCC1 (cyclohexane), C(C)(=O)OCC (ethyl acetate), C(C)(=O)OCC (ethyl acetate). Conditions: time 16 hour. Product: N(=[N+]=[N-])C(C)C=1N(C2=NC(=NC(=C2N1)N1CCOCC1)Cl)C1OCCCC1 (8-(1-Azido-ethyl)-2-chloro-6-morpholin-4-yl-9-(tetrahydro-pyran-2-yl)-9H-purine). Reaction SMILES: [Cl:1][C:2]1[N:10]=[C:9]2[C:5]([N:6]=[C:7]([CH:17](O)[CH3:18])[N:8]2[CH:11]2[CH2:16][CH2:15][CH2:14][CH2:13][O:12]2)=[C:4]([N:20]2[CH2:25][CH2:24][O:23][CH2:22][CH2:21]2)[N:3]=1.CN(C=O)C.C1(P([N:45]=[N+:46]=[N-:47])(C2C=CC=CC=2)=O)C=CC=CC=1.N12CCCN=C1CCCCC2>C1(C)C=CC=CC=1.C(OCC)(=O)C.C1CCCCC1.O>[N:45]([CH:17]([C:7]1[N:8]([CH:11]2[CH2:16][CH2:15][CH2:14][CH2:13][O:12]2)[C:9]2[C:5]([N:6]=1)=[C:4]([N:20]1[CH2:25][CH2:24][O:23][CH2:22][CH2:21]1)[N:3]=[C:2]([Cl:1])[N:10]=2)[CH3:18])=[N+:46]=[N-:47]. Procedure: 1-[2-Chloro-6-morpholin-4-yl-9-(tetrahydro-pyran-2-yl)-9H-purin-8-yl]-ethanol (0.37 g, 1.01 mmol) was dissolved in anhydrous toluene (5.6 mL) and DMF (0.9 mL) and the solution was cooled in ice. Diphenylphosphoryl azide (0.56 mL, 2.54 mmol) was added, followed by dropwise addition of 1,8-diazabicyclo[5.4.0]undec-7-ene (0.37 mL, 2.54 mmol). The reaction mixture was stirred at room temperature for 16 h, then diluted with ethyl acetate followed by water and the phases were separated. The aqueous ph... Reactants: C(C=C)OC1=CC=NC2=C(C=CC=C12)[N+](=O)[O-] (4-allyloxy-8-nitroquinoline), C1(=CC=CC=C1)OC1=CC=CC=C1 (diphenyl ether), CCCCCC (n-hexane). The solvent is C1(=CC=CC=C1)C1=CC=CC=C1 (biphenyl). Conditions: temperature 90 celsius. Yields the product C(C=C)C1=CNC2=C(C=CC=C2C1=O)[N+](=O)[O-] (3-allyl-1,4-dihydro-8-nitro-4-oxoquinoline). The yield is 84.1%. Reaction SMILES: C([O:4][C:5]1[C:14]2[C:9](=[C:10]([N+:15]([O-:17])=[O:16])[CH:11]=[CH:12][CH:13]=2)[N:8]=[CH:7][CH:6]=1)C=C.[C:18]1(OC2C=CC=CC=2)[CH:23]=CC=C[CH:19]=1.CCCCCC>C1(C2C=CC=CC=2)C=CC=CC=1>[CH2:23]([C:6]1[C:5](=[O:4])[C:14]2[C:9](=[C:10]([N+:15]([O-:17])=[O:16])[CH:11]=[CH:12][CH:13]=2)[NH:8][CH:7]=1)[CH:18]=[CH2:19]. Procedure: A solution of 4-allyloxy-8-nitroquinoline (3.72 g) in biphenyl (2.59 g) and diphenyl ether (7.4 g) was heated at 200° C. for 10 minutes. After cooling, n-hexane (40 ml) was added thereto, and the mixture was warmed at 90° C. After cooling, the resulting precipitate was collected by filtration to give 3-allyl-1,4-dihydro-8-nitro-4-oxoquinoline (3.13 g). Reactants: COC(=O)CCCCCCCCOC1OC(COCc2ccccc2)C(OCc2ccccc2)C(OCc2ccccc2)C1OC1OC(COCc2ccccc2)C(OCc2ccccc2)C(OCc2ccccc2)C1OC(=O)c1ccccc1, CO, [Na], Cc1ccccc1. Yields the product COC(=O)CCCCCCCCOC1OC(COCc2ccccc2)C(OCc2ccccc2)C(OCc2ccccc2)C1OC1OC(COCc2ccccc2)C(OCc2ccccc2)C(OCc2ccccc2)C1O. As a reaction SMILES: [C:1](=[O:2])([c:3]1[cH:4][cH:5][cH:6][cH:7][cH:8]1)[O:9][CH:10]1[CH:11]([O:41][CH:42]2[CH:43]([O:44][CH2:45][CH2:46][CH2:47][CH2:48][CH2:49][CH2:50][CH2:51][CH2:52][C:53](=[O:54])[O:55][CH3:56])[O:57][CH:58]([CH2:77][O:78][CH2:79][c:80]3[cH:81][cH:82][cH:83][cH:84][cH:85]3)[CH:59]([O:69][CH2:70][c:71]3[cH:72][cH:73][cH:74][cH:75][cH:76]3)[CH:60]2[O:61][CH2:62][c:63]2[cH:64][cH:65][cH:66][cH:67][cH:68]2)[O:12][CH:13]([CH2:32][O:33][CH2:34][c:35]2[cH:36][cH:37][cH:38][cH:39][cH:40]2)[CH:14]([O:24][CH2:25][c:26]2[cH:27][cH:28][cH:29][cH:30][cH:31]2)[CH:15]1[O:16][CH2:17][c:18]1[cH:19][cH:20][cH:21][cH:22][cH:23]1.[CH3:87][OH:88].[Na:86].[c:89]1([CH3:90])[cH:91][cH:92][cH:93][cH:94][cH:95]1>>[OH:9][CH:10]1[CH:11]([O:41][CH:42]2[CH:43]([O:44][CH2:45][CH2:46][CH2:47][CH2:48][CH2:49][CH2:50][CH2:51][CH2:52][C:53](=[O:54])[O:55][CH3:56])[O:57][CH:58]([CH2:77][O:78][CH2:79][c:80]3[cH:81][cH:82][cH:83][cH:84][cH:85]3)[CH:59]([O:69][CH2:70][c:71]3[cH:72][cH:73][cH:74][cH:75][cH:76]3)[CH:60]2[O:61][CH2:62][c:63]2[cH:64][cH:65][cH:66][cH:67][cH:68]2)[O:12][CH:13]([CH2:32][O:33][CH2:34][c:35]2[cH:36][cH:37][cH:38][cH:39][cH:40]2)[CH:14]([O:24][CH2:25][c:26]2[cH:27][cH:28][cH:29][cH:30][cH:31]2)[CH:15]1[O:16][CH2:17][c:18]1[cH:19][cH:20][cH:21][cH:22][cH:23]1. Starting materials: CC(C)(C)[Si](C)(C)OC1CCC(n2ncc(I)c2F)CC1, C1CCOC1, COB1OC(C)(C)C(C)(C)O1, CC(C)[Mg+], [Cl-], [Cl-], [NH4+]. Yields the product CC1(C)OB(c2cnn(C3CCC(O[Si](C)(C)C(C)(C)C)CC3)c2F)OC1(C)C. As a reaction SMILES: [C:1]([CH3:2])([CH3:3])([CH3:4])[Si:5]([O:6][CH:7]1[CH2:8][CH2:9][CH:10]([n:13]2[n:14][cH:15][c:16]([I:19])[c:17]2[F:18])[CH2:11][CH2:12]1)([CH3:20])[CH3:21].[CH2:22]1[O:23][CH2:24][CH2:25][CH2:26]1.[CH3:32][O:33][B:34]1[O:35][C:36]([CH3:41])([CH3:42])[C:37]([CH3:39])([CH3:40])[O:38]1.[CH:28]([Mg+:29])([CH3:30])[CH3:31].[Cl-:27].[Cl-:43].[NH4+:44]>>[C:1]([CH3:2])([CH3:3])([CH3:4])[Si:5]([O:6][CH:7]1[CH2:8][CH2:9][CH:10]([n:13]2[n:14][cH:15][c:16]([B:34]3[O:35][C:36]([CH3:41])([CH3:42])[C:37]([CH3:39])([CH3:40])[O:38]3)[c:17]2[F:18])[CH2:11][CH2:12]1)([CH3:20])[CH3:21]. The reactants are C(C1=CC=CC=C1)O[C@H]1[C@@H]([C@H]2N=C(S[C@H]2O[C@@H]1CC(F)F)N(C)C)OCC1=CC=CC=C1 ((3aR,5R,6R,7R,7aR)-6,7-bis(benzyloxy)-5-(2,2-difluoroethyl)-N,N-dimethyl-5,6,7,7a-tetrahydro-3aH-pyrano[3,2-d]thiazol-2-amine), B(Cl)(Cl)Cl (BCl3), [NH4+].[OH-] (NH4OH), CO (methanol). The solvent is ClCCl (dichloromethane). Product: FC(C[C@@H]1[C@H]([C@@H]([C@H]2N=C(S[C@H]2O1)N(C)C)O)O)F ((3aR,5R,6S,7R,7aR)-5-(2,2-difluoroethyl)-2-(dimethylamino)-5,6,7,7a-tetrahydro-3aH-pyrano[3,2-d]thiazole-6,7-diol). Isolated yield 24.2%. Reaction SMILES: C([O:8][C@@H:9]1[C@@H:17]([CH2:18][CH:19]([F:21])[F:20])[O:16][C@H:15]2[C@H:11]([N:12]=[C:13]([N:22]([CH3:24])[CH3:23])[S:14]2)[C@H:10]1[O:25]CC1C=CC=CC=1)C1C=CC=CC=1.B(Cl)(Cl)Cl.CO.[NH4+].[OH-]>ClCCl>[F:21][CH:19]([F:20])[CH2:18][C@H:17]1[O:16][C@H:15]2[C@H:11]([N:12]=[C:13]([N:22]([CH3:24])[CH3:23])[S:14]2)[C@@H:10]([OH:25])[C@@H:9]1[OH:8] |f:3.4|. Procedure: A solution of 109 (270 mg, 0.6 mmol) in dichloromethane (20 mL) was treated with BCl3 (6 mL, 6 mmol, 1M in dichloromethane) for 2 hours at −60° C., then the reaction was quenched with methanol (20 mL). Volatiles were distilled out under vacuum to give a residue, which was dissolved into methanol (5 mL) and neutralized by Con. NH4OH (2 ml, 26% aqueous solution). After concentration, the crude product was purified by a silica gel column, eluted with 10% methanol in dichloromethane to give the titl... Reactants: CCOc1cc(C(C)(C)C)ncc1C1=NC(C)(c2ccc(Cl)cc2)C(C)(c2ccc(Cl)cc2)N1C(=O)N1CCC(CC(=O)O)CC1, Cc1ccc(C)c(N)c1. Product: CCOc1cc(C(C)(C)C)ncc1C1=NC(C)(c2ccc(Cl)cc2)C(C)(c2ccc(Cl)cc2)N1C(=O)N1CCC(CC(=O)Nc2cc(C)ccc2C)CC1. RXN SMILES: [C:1]([CH3:2])([CH3:3])([CH3:4])[c:5]1[cH:6][c:7]([O:44][CH2:45][CH3:46])[c:8]([C:11]2=[N:15][C:14]([CH3:16])([c:17]3[cH:18][cH:19][c:20]([Cl:23])[cH:21][cH:22]3)[C:13]([CH3:24])([c:25]3[cH:26][cH:27][c:28]([Cl:31])[cH:29][cH:30]3)[N:12]2[C:32](=[O:33])[N:34]2[CH2:35][CH2:36][CH:37]([CH2:40][C:41](=[O:42])[OH:43])[CH2:38][CH2:39]2)[cH:9][n:10]1.[CH3:47][c:48]1[cH:49][cH:50][c:51]([CH3:52])[c:53]([NH2:54])[cH:55]1>>[C:1]([CH3:2])([CH3:3])([CH3:4])[c:5]1[cH:6][c:7]([O:44][CH2:45][CH3:46])[c:8]([C:11]2=[N:15][C:14]([CH3:16])([c:17]3[cH:18][cH:19][c:20]([Cl:23])[cH:21][cH:22]3)[C:13]([CH3:24])([c:25]3[cH:26][cH:27][c:28]([Cl:31])[cH:29][cH:30]3)[N:12]2[C:32](=[O:33])[N:34]2[CH2:35][CH2:36][CH:37]([CH2:40][C:41](=[O:42])[NH:54][c:53]3[c:51]([CH3:52])[cH:50][cH:49][c:48]([CH3:47])[cH:55]3)[CH2:38][CH2:39]2)[cH:9][n:10]1. The reactants are COC=1C=C2C=CC=3N(C2=CC1)C=C(N3)C(=O)OCC (ethyl 7-methoxyimidazo-[1,2-a]-quinoline-2-carboxylate), [OH-].[Na+] (sodium hydroxide), C (charcoal). The solvent is O (water), C(C)O (ethanol). The product is COC=1C=C2C=CC=3N(C2=CC1)C=C(N3)C(=O)O (7-methoxyimidazo-[1,2-a]-quinoline-2-carboxylic acid). As a reaction SMILES: [CH3:1][O:2][C:3]1[CH:4]=[C:5]2[C:10](=[CH:11][CH:12]=1)[N:9]1[CH:13]=[C:14]([C:16]([O:18]CC)=[O:17])[N:15]=[C:8]1[CH:7]=[CH:6]2.[OH-].[Na+].C>O.C(O)C>[CH3:1][O:2][C:3]1[CH:4]=[C:5]2[C:10](=[CH:11][CH:12]=1)[N:9]1[CH:13]=[C:14]([C:16]([OH:18])=[O:17])[N:15]=[C:8]1[CH:7]=[CH:6]2 |f:1.2|. Reported procedure: 840 mg of ethyl 7-methoxyimidazo-[1,2-a]-quinoline-2-carboxylate were suspended in a mixture of 100 ml of water and 150 ml of ethanol and 3.5 ml of N sodium hydroxide solution were added. The mixture was heated on a steam bath for 30 minutes and the resulting solution was decolorized with charcoal, filtered and acidified with 3.7 ml of N hydrochloric acid. The mixture was cooled in ice to obtain colorless crystals of 7-methoxyimidazo-[1,2-a]-quinoline-2-carboxylic acid melting at 265°-266° C. Procedure: 20×10-3 cm3 of 1,2-dibromoethane was added dropwise in a nitrogen gas atmosphere to a suspension of 461 mg (7.05 mg-atoms) of zinc (powder) in 10 cm3 of tetrahydrofuran, the mixture was heated to reflux for about 2 minutes and cooled to room temperature, 30×10-3 cm3 of chlorotrimethylsilane was added and the mixture was stirred for about 2 minutes to prepare an activated zinc. Subsequently, 1.04 g (4.71 mmol) of chlorodiphenylphosphine was added dropwise and the mixture was stirred at room tempe... Isolated yield 84.0%. As a reaction SMILES: BrCCBr.Cl[Si](C)(C)C.Cl[P:11]([C:18]1[CH:23]=[CH:22][CH:21]=[CH:20][CH:19]=1)[C:12]1[CH:17]=[CH:16][CH:15]=[CH:14][CH:13]=1.Cl>O1CCCC1.[Zn].C1(C)C=CC=CC=1>[C:18]1([PH:11][C:12]2[CH:13]=[CH:14][CH:15]=[CH:16][CH:17]=2)[CH:19]=[CH:20][CH:21]=[CH:22][CH:23]=1. Product: C1(=CC=CC=C1)PC1=CC=CC=C1 (diphenylphosphine). Reagents/catalysts: [Zn] (zinc), [Zn] (zinc). The reactants are BrCCBr (1,2-dibromoethane), Cl[Si](C)(C)C (chlorotrimethylsilane), ClP(C1=CC=CC=C1)C1=CC=CC=C1 (chlorodiphenylphosphine), Cl (hydrochloric acid). Run at time 2 minute. Run in C1(=CC=CC=C1)C (toluene), O1CCCC1 (tetrahydrofuran).